This data is from the Open Reaction Database (ORD), a public repository of structured organic reaction records. The task is: describe an organic reaction: reactants, conditions, products, and yield Starting materials: O=C([O-])[O-], CB(O)O, Cc1c(Br)ccc2c1N(C(=O)OC(C)C)CCCC2=O, ClCCl, [Cs+], [Cs+], C1COCCO1. Product: Cc1ccc2c(c1C)N(C(=O)OC(C)C)CCCC2=O. As a reaction SMILES: [C:1](=[O:2])([O-:3])[O-:4].[CH3:7][B:8]([OH:9])[OH:10].[CH:14]([CH3:15])([CH3:16])[O:17][C:18](=[O:19])[N:20]1[c:21]2[c:22]([cH:28][cH:29][c:30]([Br:33])[c:31]2[CH3:32])[C:23](=[O:27])[CH2:24][CH2:25][CH2:26]1.[Cl:11][CH2:12][Cl:13].[Cs+:5].[Cs+:6].[O:34]1[CH2:35][CH2:36][O:37][CH2:38][CH2:39]1>>[CH3:1][c:30]1[cH:29][cH:28][c:22]2[c:21]([c:31]1[CH3:32])[N:20]([C:18]([O:17][CH:14]([CH3:15])[CH3:16])=[O:19])[CH2:26][CH2:25][CH2:24][C:23]2=[O:27]. Reactants: O=C1NC2=CC=CC=C2C1C1=NC=NN2C1=C(C(=C2)C(=O)NCCCN2N=CN=C2)OC (4-(2,3-Dihydro-2-oxo-1H-indol-3-yl)-5-methoxy-N-[3-(1H-1,2,4-triazol-1-yl)propyl]pyrrolo[2,1-f][1,2,4]triazine-6-carboxamide), N1(CCOCC1)CCCN (3-(4-morpholinyl)propylamine). Procedure details: Compound A of Example 128 was converted to the title compound by the procedure same as that for Example 126 except N-[3-(4-morpholinyl)propylamine was used. MS: (M+H)+=451. RXN SMILES: [O:1]=[C:2]1[CH:10]([C:11]2[C:16]3=[C:17]([O:31][CH3:32])[C:18]([C:20]([NH:22][CH2:23][CH2:24][CH2:25][N:26]4[CH:30]=NC=N4)=[O:21])=[CH:19][N:15]3[N:14]=[CH:13][N:12]=2)[C:9]2[C:4](=[CH:5][CH:6]=[CH:7][CH:8]=2)[NH:3]1.N1(CCCN)C[CH2:37][O:36][CH2:35][CH2:34]1>>[O:1]=[C:2]1[CH:10]([C:11]2[C:16]3=[C:17]([O:31][CH3:32])[C:18]([C:20]([NH:22][CH2:23][CH2:24][CH2:25][N:26]4[CH2:30][CH2:37][O:36][CH2:35][CH2:34]4)=[O:21])=[CH:19][N:15]3[N:14]=[CH:13][N:12]=2)[C:9]2[C:4](=[CH:5][CH:6]=[CH:7][CH:8]=2)[NH:3]1. Yields the product O=C1NC2=CC=CC=C2C1C1=NC=NN2C1=C(C(=C2)C(=O)NCCCN2CCOCC2)OC (4-(2,3-Dihydro-2-oxo-1H-indol-3-yl)-5-methoxy-N-[3-(4-morpholinyl)propyl]pyrrolo[2,1-f][1,2,4]triazine-6-carboxamide). Reactants: C(=O)=O (CO2), Cl (hydrochloric acid), COC1=C(C=O)C=CC(=C1)OC (2,4-dimethoxybenzaldehyde), C(CC(=O)[O-])(=O)OCC (monoethyl malonate), N1CCCCC1 (piperidine). Run in N1=CC=CC=C1 (pyridine). Conditions: time 20 minute. Product: COC1=C(C=CC(=O)OCC)C=CC(=C1)OC (Ethyl 2,4-dimethoxycinnamate). RXN SMILES: [CH3:1][O:2][C:3]1[CH:10]=[C:9]([O:11][CH3:12])[CH:8]=[CH:7][C:4]=1[CH:5]=O.[C:13]([O:19][CH2:20][CH3:21])(=[O:18])[CH2:14]C([O-])=O.N1CCCCC1.C(=O)=O.Cl>N1C=CC=CC=1>[CH3:1][O:2][C:3]1[CH:10]=[C:9]([O:11][CH3:12])[CH:8]=[CH:7][C:4]=1[CH:5]=[CH:14][C:13]([O:19][CH2:20][CH3:21])=[O:18]. Procedure details: 83 g of 2,4-dimethoxybenzaldehyde and 66 g of monoethyl malonate are dissolved in 100 ml of dry pyridine and, after addition of 1 ml of piperidine and 40 g of molecular sieves, refluxed until evolution of CO2 has ceased. The reaction mixture is cooled and then poured onto crushed ice, and the pH is adjusted to 1-2 with concentrated hydrochloric acid, while stirring. Stirring is continued for 20 minutes, and the product which has separated out is filtered off with suction, washed with 1 N hydroch... As a reaction SMILES: [C:1]1([C:7]2[C:8]([C:20]([O:22]C)=[O:21])=[CH:9][NH:10][C:11]=2[C:12](=[O:19])[C:13]2[CH:18]=[CH:17][CH:16]=[CH:15][CH:14]=2)[CH:6]=[CH:5][CH:4]=[CH:3][CH:2]=1.[OH-].[Na+]>CO>[C:1]1([C:7]2[C:8]([C:20]([OH:22])=[O:21])=[CH:9][NH:10][C:11]=2[C:12](=[O:19])[C:13]2[CH:14]=[CH:15][CH:16]=[CH:17][CH:18]=2)[CH:2]=[CH:3][CH:4]=[CH:5][CH:6]=1 |f:1.2|. Product: C1(=CC=CC=C1)C=1C(=CNC1C(C1=CC=CC=C1)=O)C(=O)O (4-Phenyl-5-benzoylpyrrole-3-carboxylic Acid). Procedure: Methyl 4-phenyl-5-benzoylpyrrole-3-carboxylate (345 mg.) was combined with 20 ml. of methanol and 10 ml. of 1 N sodium hydroxide and boiled in an open flask for 1 hour. The aqueous residue was cooled, extracted with ethyl acetate, acidified with conc. hydrochloric acid, and product recovered by filtration. Recrystallization from tetrahydrofuran/hexane afforded purified 4-phenyl-5-benzoylpyrrole-3-carboxylic acid [63 mg., m.p. 285°-287° C. (dec.)]. The reactants are C1(=CC=CC=C1)C=1C(=CNC1C(C1=CC=CC=C1)=O)C(=O)OC (Methyl 4-phenyl-5-benzoylpyrrole-3-carboxylate), [OH-].[Na+] (sodium hydroxide). Run in CO (methanol). The reactants are N[C@H]1[C@@H](C(OC2=C1C=C(C=C2)C#N)(C)C)O (trans-4-amino-3,4-dihydro-3-hydroxy-2,2-dimethyl-2H-1-benzopyran-6-carbonitrile), C1(=CC=C(C=C1)C(=O)[C@@]([C@@](C(=O)O)(O)C(=O)C1=CC=C(C=C1)C)(O)C(=O)O)C ((+)-di-p-toluoyl-D-tartaric acid). Run in C(C)O (ethanol). Conditions: time 4 day. Yields the product C1(=CC=C(C=C1)C(=O)[C@@]([C@@](C(=O)O)(O)C(=O)C1=CC=C(C=C1)C)(O)C(=O)O)C ((+)-di-p-toluoyl-D-tartaric acid), N[C@@H]1[C@H](C(OC2=C1C=C(C=C2)C#N)(C)C)O ((3R,4S)-4-amino-3,4-dihydro-3-hydroxy-2,2-dimethyl-2H-1-benzopyran-6-carbonitrile). Isolated yield 58.7%. As a reaction SMILES: [NH2:1][C@@H:2]1[C:7]2[CH:8]=[C:9]([C:12]#[N:13])[CH:10]=[CH:11][C:6]=2[O:5][C:4]([CH3:15])([CH3:14])[C@H:3]1[OH:16].[C:17]1([CH3:44])[CH:22]=[CH:21][C:20]([C:23]([C@:25]([C:41]([OH:43])=[O:42])([OH:40])[C@:26]([C:31]([C:33]2[CH:38]=[CH:37][C:36]([CH3:39])=[CH:35][CH:34]=2)=[O:32])([OH:30])[C:27]([OH:29])=[O:28])=[O:24])=[CH:19][CH:18]=1>C(O)C>[C:17]1([CH3:44])[CH:22]=[CH:21][C:20]([C:23]([C@:25]([C:41]([OH:43])=[O:42])([OH:40])[C@:26]([C:31]([C:33]2[CH:34]=[CH:35][C:36]([CH3:39])=[CH:37][CH:38]=2)=[O:32])([OH:30])[C:27]([OH:29])=[O:28])=[O:24])=[CH:19][CH:18]=1.[NH2:1][C@H:2]1[C:7]2[CH:8]=[C:9]([C:12]#[N:13])[CH:10]=[CH:11][C:6]=2[O:5][C:4]([CH3:14])([CH3:15])[C@@H:3]1[OH:16]. Procedure details: A mixture of trans-4-amino-3,4-dihydro-3-hydroxy-2,2-dimethyl-2H-1-benzopyran-6-carbonitrile (32.74 g) and (+)-di-p-toluoyl-D-tartaric acid (57.95 g) was dissolved in ethanol (85 ml) under reflux. The mixture was cooled to room temperature and stood for 4 days to give a white precipitate. This precipitate was collected by filtration, washed with a mixture of ethanol and diisopropyl ether (100 ml, 1:2), and recrystallized from ethanol (80 ml) to give (+)-di-p-toluoyl-D-tartaric acid salt of (3R,4...